From a dataset of the Open Reaction Database (ORD), a public repository of structured organic reaction records. describe an organic reaction: reactants, conditions, products, and yield The reactants are ( 4 ), CON(C(C1=C(C=CC(=C1)Br)CC)=O)C (N-methoxy-N-methyl-5-bromo-2-ethylbenzamide), C=1C=CC2=C(C1)C=CS2 (thianaphthene). The product is S1C2=C(C=C1CC1=C(C=CC(=C1)Br)CC)C=CC=C2 (1-(Benzo[b]thiophen-2-ylmethyl)-5-bromo-2-ethylbenzene). RXN SMILES: CON(C)[C:4](=O)[C:5]1[CH:10]=[C:9]([Br:11])[CH:8]=[CH:7][C:6]=1[CH2:12][CH3:13].[CH:16]1[CH:17]=[CH:18][C:19]2[S:24][CH:23]=[CH:22][C:20]=2[CH:21]=1>>[S:24]1[C:23]([CH2:4][C:5]2[CH:10]=[C:9]([Br:11])[CH:8]=[CH:7][C:6]=2[CH2:12][CH3:13])=[CH:22][C:20]2[CH:21]=[CH:16][CH:17]=[CH:18][C:19]1=2. Reported procedure: To a solution of 2-ethylbenzoic acid (10.0 g) in dichloromethane (50 ml) were added oxalyl chloride (7.0 ml) and N,N-dimethylformamide (3 drops) and the mixture was stirred at room temperature for 3 hours. The solvent was evaporated under reduced pressure to give a corresponding acid chloride. The acid chloride was dissolved in methanol (60 ml) and the mixture was stirred at room temperature for 3 hours, and then, the solvent was evaporated under reduced pressure. The residue was dissolved in di... Starting materials: C1(=CC=CC=C1)P(=O)(C1=CC=CC=C1)N=[N+]=[N-] (diphenylphosphoryl azide), C1CCC2=NCCCN2CC1 (DBU), C(C)(C)(C)OC(=O)CN1C=NC(=C1CO)C (1-t-butoxycarbonylmethyl-4-methyl-5-hydroxymethylimidazole). The solvent is CN(C)C=O (DMF), C(Cl)Cl (methylene chloride), CCOCC (ether), C(C)(=O)OCC (ethyl acetate), CN(C)C=O (DMF). Run at time 8 hour. Product: C(C)(C)(C)OC(=O)CN1C=NC(=C1CN=[N+]=[N-])C (1-t-Butoxycarbonylmethyl-4-methyl-5-azidomethylimidazole). As a reaction SMILES: [C:1]([O:5][C:6]([CH2:8][N:9]1[C:13]([CH2:14]O)=[C:12]([CH3:16])[N:11]=[CH:10]1)=[O:7])([CH3:4])([CH3:3])[CH3:2].C1(P([N:31]=[N+:32]=[N-:33])(C2C=CC=CC=2)=O)C=CC=CC=1.C1CCN2C(=NCCC2)CC1>CN(C=O)C.C(Cl)Cl.CCOCC.C(OCC)(=O)C>[C:1]([O:5][C:6]([CH2:8][N:9]1[C:13]([CH2:14][N:31]=[N+:32]=[N-:33])=[C:12]([CH3:16])[N:11]=[CH:10]1)=[O:7])([CH3:4])([CH3:3])[CH3:2]. Procedure details: A solution of 1-t-butoxycarbonylmethyl-4-methyl-5-hydroxymethylimidazole (4.61 g, 20 mmol) in DMF (100 ml) was cooled to 0° C. and treated sequentially with diphenylphosphoryl azide (5.4 ml, 25 mmol) and DBU (3.7 ml, 25 ml). The resulting solution was allowed to warm gradually to room temperature and was then stirred there overnight. The DMF was rotavapped off, the residue dissolved in a minimum quantity of methylene chloride and the resulting solution diluted several fold with ether and ethyl a...